Dataset: the Open Reaction Database (ORD), a public repository of structured organic reaction records. Task: describe an organic reaction: reactants, conditions, products, and yield The reactants are C1=CC=CC2=CC=CC=C12 (naphthalene), [Cl-].[Al+3].[Cl-].[Cl-] (aluminum chloride), C(C)(=O)C1=CC2=CC=C(C(=C2C=C1)Br)OC (2-acetyl-5-bromo-6-methoxynaphthalene), product, BrC1=C(C=CC2=CC=CC=C12)OC (1-bromo-2-methoxynaphthalene). Run at temperature 0 celsius, time 20 hour. The product is C(C)(=O)C1=CC2=CC=C(C=C2C=C1)OC (2-Acetyl-6-methoxynaphthalene). RXN SMILES: C1C2C(=CC=CC=2)C=CC=1.[Cl-].[Al+3].[Cl-].[Cl-].[C:15]([C:18]1[CH:27]=[CH:26][C:25]2[C:20](=[CH:21][CH:22]=[C:23]([O:29][CH3:30])[C:24]=2Br)[CH:19]=1)(=[O:17])[CH3:16].BrC1C2C(=CC=CC=2)C=CC=1OC>>[C:15]([C:18]1[CH:27]=[CH:26][C:25]2[C:20](=[CH:21][CH:22]=[C:23]([O:29][CH3:30])[CH:24]=2)[CH:19]=1)(=[O:17])[CH3:16] |f:1.2.3.4|. Procedure details: 48 Grams of naphthalene and 16.7 g of anhydrous aluminum chloride are added to the solution of 2-acetyl-5-bromo-6-methoxynaphthalene obtained as in example 1a), while keeping the temperature at -10° C. The reaction mixture is kept under stirring for 2 hours at 0° C. and for 20 hours at room temperature and then it is worked as in example 1 obtaining 38.8 g of product with a yield equal to 79.2% calculated on the basis of the starting material 1-bromo-2-methoxynaphthalene. Starting materials: ClC1=NC=NC2=CC(=C(C=C12)OC)O (4-chloro-7-hydroxy-6-methoxyquinazoline), C(C=C)N1CCN(CC1)CCCO (3-(4-allylpiperazin-1-yl)propan-1-ol), N(=NC(=O)[O-])C(=O)[O-] (azodicarboxylate). The solvent is C(Cl)Cl (methylene chloride). Run at time 2 hour. The product is C(C=C)N1CCN(CC1)CCCOC1=C(C=C2C(=NC=NC2=C1)Cl)OC (7-[3-(4-allylpiperazin-1-yl)propoxy]-4-chloro-6-methoxyquinazoline). RXN SMILES: [Cl:1][C:2]1[C:11]2[C:6](=[CH:7][C:8]([OH:14])=[C:9]([O:12][CH3:13])[CH:10]=2)[N:5]=[CH:4][N:3]=1.[CH2:15]([N:18]1[CH2:23][CH2:22][N:21]([CH2:24][CH2:25][CH2:26]O)[CH2:20][CH2:19]1)[CH:16]=[CH2:17].N(C([O-])=O)=NC([O-])=O>C(Cl)Cl>[CH2:15]([N:18]1[CH2:19][CH2:20][N:21]([CH2:24][CH2:25][CH2:26][O:14][C:8]2[CH:7]=[C:6]3[C:11]([C:2]([Cl:1])=[N:3][CH:4]=[N:5]3)=[CH:10][C:9]=2[O:12][CH3:13])[CH2:22][CH2:23]1)[CH:16]=[CH2:17]. Reported procedure: To a suspension of 4-chloro-7-hydroxy-6-methoxyquinazoline (300 mg, 1.43 mmol), (prepared as described for the starting material in Example 4), in methylene chloride (15 ml) was added triphenylphospbine (522 mg, 2.0 mmol), 3-(4-allylpiperazin-1-yl)propan-1-ol (288 mg, 1.57 mmol), (DE 2755707), and dusopropyl azodicarboxylate (336 μl, 1.71 mmol) and the mixture stirred at ambient temperature for 2 hours. The crude reaction mixture was loaded directly onto a silica chromatography column and eluted... Reactants: C1(=CC=CC=C1)N1N(NC(=C1)[Si](C)(C)C)C(=O)N (3-phenyl-5-trimethylsilanyl-1H-[1,2,3]triazole-2-carboxylic acid amide), N1=CC=CC=C1 (pyridine), CC1=CC=C(C=C1)S(=O)(=O)Cl (4-methylbenzenesulfonic acid chloride), O (Water). Reaction conditions: temperature 130 celsius, time 1 day. Yields the product C1(=CC=CC=C1)N1NNC=C1C#N (3-phenyl-1H-[1,2,3]triazole-4-carbonitrile). Reaction SMILES: [C:1]1([N:7]2[CH:11]=[C:10]([Si](C)(C)C)[NH:9][N:8]2C(N)=O)[CH:6]=[CH:5][CH:4]=[CH:3][CH:2]=1.CC1C=CC(S(Cl)(=O)=O)=CC=1.O.[N:31]1C=CC=C[CH:32]=1>>[C:1]1([N:7]2[C:11]([C:32]#[N:31])=[CH:10][NH:9][NH:8]2)[CH:2]=[CH:3][CH:4]=[CH:5][CH:6]=1. Reported procedure: 3-phenyl-5-trimethylsilanyl-1H-[1,2,3]triazole-2-carboxylic acid amide (550 mg) which is the compound prepared in the above 3) was dissolved in 2.0 ml of pyridine, 801 mg of 4-methylbenzenesulfonic acid chloride was added thereto and the mixture was stirred at 130° C. for one day. Water was added to the reaction solution, the mixture was extracted with ethyl acetate and the ethyl acetate layer washed with a saturated saline solution and dried over sodium sulfate. After the solvent was evaporated... Starting materials: C(CC(O)(C(=O)O)CC(=O)O)(=O)O (citric acid), [H-].C(C(C)C)[Al+]CC(C)C (Diisobutyl aluminum hydride), solution, CN1N=C(C(=C1)[N+](=O)[O-])C(=O)OC (methyl 1-methyl-4-nitro-pyrazole-3-carboxylate). Run in C1(=CC=CC=C1)C (toluene), C1CCOC1 (THF). Conditions: time 8 hour. Product: CN1N=C(C(=C1)[N+](=O)[O-])CO ((1-methyl-4-nitropyrazol-3-yl)methanol). Reaction SMILES: [H-].C([Al+]CC(C)C)C(C)C.[CH3:11][N:12]1[CH:16]=[C:15]([N+:17]([O-:19])=[O:18])[C:14]([C:20](OC)=[O:21])=[N:13]1.C(O)(=O)CC(CC(O)=O)(C(O)=O)O>C1(C)C=CC=CC=1.C1COCC1>[CH3:11][N:12]1[CH:16]=[C:15]([N+:17]([O-:19])=[O:18])[C:14]([CH2:20][OH:21])=[N:13]1 |f:0.1|. Reported procedure: Diisobutyl aluminum hydride (34.2 ml of a 1 M solution in toluene) was added to a solution of methyl 1-methyl-4-nitro-pyrazole-3-carboxylate (2.92 g) in anhydrous THF (100 ml) at −20° C. over a period of 5 minutes. The reaction was stirred at room temperature overnight and then poured into sat. citric acid (100 ml). The organic phase was separated and the aqueous washed with EtOAc (4×100 ml). The combined organic phases were washed with brine (100 ml), dried, filtered and concentrated in vacuo. ... The reactants are COC1=C2C(CC(OC2=CC(=C1OC)OC)C1=CC=CC=C1)=O (5,6,7-trimethoxyflavanone), P(=O)(Cl)(Cl)Cl (phosphorous oxychloride), CN(C=O)C (dimethylformamide). The product is ClC1=C(C(OC2=CC(=C(C(=C12)OC)OC)OC)C1=CC=CC=C1)C=O (4-chloro-3-formyl-5,6,7-trimethoxyflav-3-ene). As a reaction SMILES: [CH3:1][O:2][C:3]1[C:12]([O:13][CH3:14])=[C:11]([O:15][CH3:16])[CH:10]=[C:9]2[C:4]=1[C:5](=O)[CH2:6][CH:7]([C:17]1[CH:22]=[CH:21][CH:20]=[CH:19][CH:18]=1)[O:8]2.P(Cl)(Cl)([Cl:26])=O.CN(C)[CH:31]=[O:32]>>[Cl:26][C:5]1[C:4]2[C:9](=[CH:10][C:11]([O:15][CH3:16])=[C:12]([O:13][CH3:14])[C:3]=2[O:2][CH3:1])[O:8][CH:7]([C:17]2[CH:22]=[CH:21][CH:20]=[CH:19][CH:18]=2)[C:6]=1[CH:31]=[O:32]. Procedure: As in example 1, but using 15 g 5,6,7-trimethoxyflavanone, 150 ml dimethylformamide and 26 ml phosphorous oxychloride. Reaction time is forty eight hours at room temperature. After hydrolysis and usual work up, the residual solid is purified by preparative HPLC and the best fractions are crystallised in hexane. 4-chloro-3-formyl-5,6,7-trimethoxyflav-3-ene is obtained as yellow crystals; m.p. 84°-87° C.